Dataset: the Open Reaction Database (ORD), a public repository of structured organic reaction records. Task: describe an organic reaction: reactants, conditions, products, and yield Reaction SMILES: [CH3:29][C:30]#[N:31].[CH3:32][CH2:33][O:34][C:35]([CH3:36])=[O:37].[Cl:24][CH2:25][CH:26]1[CH2:27][O:28]1.[K+:18].[K+:19].[O-:20][C:21]([O-:22])=[O:23].[OH:1][c:2]1[c:3]([C:4](=[O:5])[NH:6][C:7]([C:8](=[O:9])[O:10][CH3:11])([CH3:12])[CH3:13])[cH:14][cH:15][cH:16][cH:17]1>>[O:1]([c:2]1[c:3]([C:4](=[O:5])[NH:6][C:7]([C:8](=[O:9])[O:10][CH3:11])([CH3:12])[CH3:13])[cH:14][cH:15][cH:16][cH:17]1)[CH2:25][CH:26]1[CH2:27][O:28]1. The reactants are CC#N, CCOC(C)=O, ClCC1CO1, [K+], [K+], O=C([O-])[O-], COC(=O)C(C)(C)NC(=O)c1ccccc1O. The product is COC(=O)C(C)(C)NC(=O)c1ccccc1OCC1CO1. The reactants are N1(C=NC=C1)C1=CC=C(C=C1)C(C(CC(=O)O)C)=O (4-[4-(1-Imidazolyl)phenyl]-3-methyl-4-oxobutyric acid), O.NN (hydrazine hydrate). The solvent is O (water). Product: N1(C=NC=C1)C1=CC=C(C=C1)C=1C(CC(NN1)=O)C (6-[4-(1-Imidazolyl)phenyl]-5-methyl-3-oxo-2,3,4,5-tetrahydropyridazine). Reaction SMILES: [N:1]1([C:6]2[CH:11]=[CH:10][C:9]([C:12](=O)[CH:13]([CH3:18])[CH2:14][C:15](O)=[O:16])=[CH:8][CH:7]=2)[CH:5]=[CH:4][N:3]=[CH:2]1.O.[NH2:21][NH2:22]>O>[N:1]1([C:6]2[CH:11]=[CH:10][C:9]([C:12]3[CH:13]([CH3:18])[CH2:14][C:15](=[O:16])[NH:21][N:22]=3)=[CH:8][CH:7]=2)[CH:5]=[CH:4][N:3]=[CH:2]1 |f:1.2|. Procedure: 4-[4-(1-Imidazolyl)phenyl]-3-methyl-4-oxobutyric acid (75.7 g) was suspended in 145 m of water. After the addition of 17 ml of hydrazine hydrate, the reaction mixture was stirred at reflux temperature for 2 hours. After cooling, the precipitated solid was collected by filtration, washed with water, and dried. The reactants are COC1=CC(=C(C=C1OC)CC(=O)NCCCN(C1CC2=CC(=CC=C2CC1)OC)C)[N+](=O)[O-] (1-[2-(4,5-dimethoxy-2-nitro-phenyl)-1-oxo-ethylamino]-3-[N-methyl-N-(7-methoxy-1,2,3,4-tetrahydro-naphth-2-yl)-amino]-propane), C(Cl)Cl (methylene chloride). The solvent is C(C)O (ethanol). Yields the product NC1=C(C=C(C(=C1)OC)OC)CC(=O)NCCCN(C1CC2=CC(=CC=C2CC1)OC)C (1-[2-(2-Amino-4,5-dimethoxyphenyl)-1-oxo-ethylamino]-3-[N-methyl-N-(7-methoxy-1,2,3,4-tetrahydronaphth-2-yl)-amino]-propane). Reaction SMILES: [CH3:1][O:2][C:3]1[C:8]([O:9][CH3:10])=[CH:7][C:6]([CH2:11][C:12]([NH:14][CH2:15][CH2:16][CH2:17][N:18]([CH3:31])[CH:19]2[CH2:28][CH2:27][C:26]3[C:21](=[CH:22][C:23]([O:29][CH3:30])=[CH:24][CH:25]=3)[CH2:20]2)=[O:13])=[C:5]([N+:32]([O-])=O)[CH:4]=1.C(Cl)Cl>C(O)C>[NH2:32][C:5]1[CH:4]=[C:3]([O:2][CH3:1])[C:8]([O:9][CH3:10])=[CH:7][C:6]=1[CH2:11][C:12]([NH:14][CH2:15][CH2:16][CH2:17][N:18]([CH3:31])[CH:19]1[CH2:28][CH2:27][C:26]2[C:21](=[CH:22][C:23]([O:29][CH3:30])=[CH:24][CH:25]=2)[CH2:20]1)=[O:13]. Procedure: The title compound here is prepared from 1-[2-(4,5-dimethoxy-2-nitro-phenyl)-1-oxo-ethylamino]-3-[N-methyl-N-(7-methoxy-1,2,3,4-tetrahydro-naphth-2-yl)-amino]-propane (8.2 g, 0.0174 mol) analogously to Example S(c). Yield: 7.4 g. Rf value: 0.2 (alumina, eluant: 98 parts by volume of methylene chloride+2 parts by volume of ethanol). Starting materials: CCO, NN, CC(C)(C)OC(=O)NCCn1c(CON2C(=O)c3ccccc3C2=O)nc2c(N)nc3cc(OCc4ccccc4)ccc3c21, O. Product: CC(C)(C)OC(=O)NCCn1c(CON)nc2c(N)nc3cc(OCc4ccccc4)ccc3c21. Reaction SMILES: [CH3:49][CH2:50][OH:51].[NH2:2][NH2:3].[NH2:4][c:5]1[n:6][c:7]2[cH:8][c:9]([O:41][CH2:42][c:43]3[cH:44][cH:45][cH:46][cH:47][cH:48]3)[cH:10][cH:11][c:12]2[c:13]2[c:14]1[n:15][c:16]([CH2:28][O:29][N:30]1[C:31](=[O:32])[c:33]3[c:34]([cH:35][cH:36][cH:37][cH:38]3)[C:39]1=[O:40])[n:17]2[CH2:18][CH2:19][NH:20][C:21]([O:22][C:23]([CH3:24])([CH3:25])[CH3:26])=[O:27].[OH2:1]>>[NH2:4][c:5]1[n:6][c:7]2[cH:8][c:9]([O:41][CH2:42][c:43]3[cH:44][cH:45][cH:46][cH:47][cH:48]3)[cH:10][cH:11][c:12]2[c:13]2[c:14]1[n:15][c:16]([CH2:28][O:29][NH2:30])[n:17]2[CH2:18][CH2:19][NH:20][C:21]([O:22][C:23]([CH3:24])([CH3:25])[CH3:26])=[O:27]. Starting materials: O=C(Cl)c1cccnc1, O=c1cc(-c2ccc(O)cc2)oc2ccccc12, c1ccncc1. Yields the product O=C(Oc1ccc(-c2cc(=O)c3ccccc3o2)cc1)c1cccnc1. As a reaction SMILES: [C:19]([c:20]1[cH:21][n:22][cH:23][cH:24][cH:25]1)(=[O:26])[Cl:27].[OH:1][c:2]1[cH:3][cH:4][c:5](-[c:8]2[o:9][c:10]3[cH:11][cH:12][cH:13][cH:14][c:15]3[c:16](=[O:18])[cH:17]2)[cH:6][cH:7]1.[cH:28]1[cH:29][cH:30][n:31][cH:32][cH:33]1>>[O:1]([c:2]1[cH:3][cH:4][c:5](-[c:8]2[o:9][c:10]3[cH:11][cH:12][cH:13][cH:14][c:15]3[c:16](=[O:18])[cH:17]2)[cH:6][cH:7]1)[C:19]([c:20]1[cH:21][n:22][cH:23][cH:24][cH:25]1)=[O:26]. Starting materials: BrCCBr (1,2-dibromoethane), C([O-])([O-])=O.[K+].[K+] (potassium carbonate), C(C1=CC=CC=C1)N([C@H](C(CC(=O)OCC)=O)C)CC1=CC=CC=C1 (ethyl(4S)-4-(dibenzylamino)-3-oxopentanoate), O (water). The solvent is CC(=O)C (acetone). Product: C(C1=CC=CC=C1)N(C(C(=O)C1(CC1)C(=O)OCC)C)CC1=CC=CC=C1 (Ethyl 1-[2-(dibenzylamino)propanoyl]cyclopropanecarboxylate). The yield is 43.0%. As a reaction SMILES: [CH2:1]([N:8]([CH2:19][C:20]1[CH:25]=[CH:24][CH:23]=[CH:22][CH:21]=1)[C@@H:9]([CH3:18])[C:10](=[O:17])[CH2:11][C:12]([O:14][CH2:15][CH3:16])=[O:13])[C:2]1[CH:7]=[CH:6][CH:5]=[CH:4][CH:3]=1.Br[CH2:27][CH2:28]Br.C(=O)([O-])[O-].[K+].[K+].O>CC(C)=O>[CH2:1]([N:8]([CH2:19][C:20]1[CH:21]=[CH:22][CH:23]=[CH:24][CH:25]=1)[CH:9]([CH3:18])[C:10]([C:11]1([C:12]([O:14][CH2:15][CH3:16])=[O:13])[CH2:28][CH2:27]1)=[O:17])[C:2]1[CH:3]=[CH:4][CH:5]=[CH:6][CH:7]=1 |f:2.3.4|. Reported procedure: A solution of ethyl(4S)-4-(dibenzylamino)-3-oxopentanoate (500 mg) synthesized according to the method described in Journal of Organic Chemistry, vol. 62, pp. 2292-2297 (1997), 1,2-dibromoethane (0.19 mL) and potassium carbonate (405 mg) in acetone (15 mL), was stirred under reflux overnight. The reaction mixture was added to water, and the mixture was extracted with ethyl acetate. The extract was washed with saturated brine, dried over anhydrous magnesium sulfate, and concentrated under reduced... Reactants: C(C)C1C(CC(C(C(OC(C2CCCCN2C(C(C2(C(CC(C(C(CC(CC(=C1)C)C)OC)O2)OC)C)O)=O)=O)=O)C(=CC2CC(C(CC2)O)OC)C)C)O[Si](C)(C)C(C)(C)C)=O (17-ethyl-1-hydroxy-14-(tert-butyldimethylsiloxy)-12-[2'-(4"-hydroxy-3"-methoxycyclohexyl)-1'-methylvinyl]-23,25-dimethoxy-13,19,21,27-tetramethyl-11,28-dioxa-4-azatricyclo[22.3.1.04,9 ]octacos-18-ene-2,3,10,16-tetraone), ClC(C(OCC1=CC(=CC=C1)CO[Si](C)(C)C(C)(C)C)=N)(Cl)Cl (m-(tert-butyldimethylsiloxymethyl)-benzyl trichloroacetimidate), FC(S(=O)(=O)O)(F)F (Trifluoromethanesulfonic acid). The product is C(C)C1C(CC(C(C(OC(C2CCCCN2C(C(C2(C(CC(C(C(CC(CC(=C1)C)C)OC)O2)OC)C)O)=O)=O)=O)C(=CC2CC(C(CC2)OCC2=CC(=CC=C2)CO[Si](C)(C)C(C)(C)C)OC)C)C)O[Si](C)(C)C(C)(C)C)=O (17-Ethyl-1-hydroxy-14-(tert-butyldimethylsiloxy)-12-[2'-(4"-(m-(tert-butyldimethylsiloxymethyl)benzyloxy)-3"-methoxycyclohexyl)-1'-methylvinyl]-23,25-dimethoxy-13,19,21,27-tetramethyl-11,28-dioxa-4-azatricyclo[22.3.1.04,9 ]octacos-18-ene-2,3,10,16-tetraone). Reaction SMILES: [CH2:1]([CH:3]1[CH:29]=[C:28]([CH3:30])[CH2:27][CH:26]([CH3:31])[CH2:25][CH:24]([O:32][CH3:33])[CH:23]2[O:34][C:19]([OH:38])([CH:20]([CH3:37])[CH2:21][CH:22]2[O:35][CH3:36])[C:18](=[O:39])[C:17](=[O:40])[N:16]2[CH:11]([CH2:12][CH2:13][CH2:14][CH2:15]2)[C:10](=[O:41])[O:9][CH:8]([C:42]([CH3:53])=[CH:43][CH:44]2[CH2:49][CH2:48][CH:47]([OH:50])[CH:46]([O:51][CH3:52])[CH2:45]2)[CH:7]([CH3:54])[CH:6]([O:55][Si:56]([C:59]([CH3:62])([CH3:61])[CH3:60])([CH3:58])[CH3:57])[CH2:5][C:4]1=[O:63])[CH3:2].ClC(Cl)(Cl)C(=N)O[CH2:68][C:69]1[CH:74]=[CH:73][CH:72]=[C:71]([CH2:75][O:76][Si:77]([C:80]([CH3:83])([CH3:82])[CH3:81])([CH3:79])[CH3:78])[CH:70]=1.FC(F)(F)S(O)(=O)=O>>[CH2:1]([CH:3]1[CH:29]=[C:28]([CH3:30])[CH2:27][CH:26]([CH3:31])[CH2:25][CH:24]([O:32][CH3:33])[CH:23]2[O:34][C:19]([OH:38])([CH:20]([CH3:37])[CH2:21][CH:22]2[O:35][CH3:36])[C:18](=[O:39])[C:17](=[O:40])[N:16]2[CH:11]([CH2:12][CH2:13][CH2:14][CH2:15]2)[C:10](=[O:41])[O:9][CH:8]([C:42]([CH3:53])=[CH:43][CH:44]2[CH2:49][CH2:48][CH:47]([O:50][CH2:68][C:69]3[CH:74]=[CH:73][CH:72]=[C:71]([CH2:75][O:76][Si:77]([C:80]([CH3:83])([CH3:82])[CH3:81])([CH3:79])[CH3:78])[CH:70]=3)[CH:46]([O:51][CH3:52])[CH2:45]2)[CH:7]([CH3:54])[CH:6]([O:55][Si:56]([C:59]([CH3:60])([CH3:61])[CH3:62])([CH3:58])[CH3:57])[CH2:5][C:4]1=[O:63])[CH3:2]. Reported procedure: To a solution of 17-ethyl-1-hydroxy-14-(tert-butyldimethylsiloxy)-12-[2'-(4"-hydroxy-3"-methoxycyclohexyl)-1'-methylvinyl]-23,25-dimethoxy-13,19,21,27-tetramethyl-11,28-dioxa-4-azatricyclo[22.3.1.04,9 ]octacos-18-ene-2,3,10,16-tetraone (230 mg in 3 ml 33% methylene chloride in cyclohexane) was added m-(tert-butyldimethylsiloxymethyl)-benzyl trichloroacetimidate (198 μl neat) and the reagents allowed to mix for 5 minutes. Trifluoromethanesulfonic acid (4.5 μl neat) was added slowly via syringe an... Starting materials: C1(CCCCC1)N1CC(CC1)Cl (N-cyclohexyl-3-chloropyrrolidine), C1(C=2C(C(N1)=O)=CC=CC2)=O.[K] (potassium phthalimide). Run in CS(=O)C (dimethyl sulfoxide). Yields the product C1(CCCCC1)N1CC(CC1)N1C(C=2C(C1=O)=CC=CC2)=O (1-cyclohexyl-3-phthalimidopyrrolidine). As a reaction SMILES: [CH:1]1([N:7]2[CH2:11][CH2:10][CH:9](Cl)[CH2:8]2)[CH2:6][CH2:5][CH2:4][CH2:3][CH2:2]1.[C:13]1(=[O:23])[NH:17][C:16](=[O:18])[C:15]2=[CH:19][CH:20]=[CH:21][CH:22]=[C:14]12.[K]>CS(C)=O>[CH:1]1([N:7]2[CH2:11][CH2:10][CH:9]([N:17]3[C:16](=[O:18])[C:15]4=[CH:19][CH:20]=[CH:21][CH:22]=[C:14]4[C:13]3=[O:23])[CH2:8]2)[CH2:6][CH2:5][CH2:4][CH2:3][CH2:2]1 |f:1.2,^1:23|. Reported procedure: A rapidly stirred suspension of 160 g. of N-cyclohexyl-3-chloropyrrolidine, 148 g. of potassium phthalimide and 700 ml. of dimethyl sulfoxide is heated at 110°-113° C. for 16 hours and filtered while hot. Water is added and the precipitate is filtered off, washed with water, air-dried and recrystallized from iso-octane-benzene to give 1-cyclohexyl-3-phthalimidopyrrolidine. Starting materials: ClC=1C=NC(=C(C(=O)O)C1)N1CC(C1)OC1=CC(=CC=C1)F (5-chloro-2-(3-(3-fluorophenoxy)azetidin-1-yl)nicotinic acid), Cl.N[C@@H](C)C1=CC=C(C(=O)OC)C=C1 ((S)-methyl 4-(1-aminoethyl)benzoate hydrochloride). Product: ClC=1C=NC(=C(C(=O)N[C@@H](C)C2=CC=C(C(=O)OC)C=C2)C1)N1CC(C1)OC1=CC(=CC=C1)F ((S)-methyl 4-(1-(5-chloro-2-(3-(3-fluorophenoxy)azetidin-1-yl)nicotinamido)ethyl)benzoate). The yield is 80.2%. RXN SMILES: [Cl:1][C:2]1[CH:3]=[N:4][C:5]([N:11]2[CH2:14][CH:13]([O:15][C:16]3[CH:21]=[CH:20][CH:19]=[C:18]([F:22])[CH:17]=3)[CH2:12]2)=[C:6]([CH:10]=1)[C:7](O)=[O:8].Cl.[NH2:24][C@H:25]([C:27]1[CH:36]=[CH:35][C:30]([C:31]([O:33][CH3:34])=[O:32])=[CH:29][CH:28]=1)[CH3:26]>>[Cl:1][C:2]1[CH:3]=[N:4][C:5]([N:11]2[CH2:12][CH:13]([O:15][C:16]3[CH:21]=[CH:20][CH:19]=[C:18]([F:22])[CH:17]=3)[CH2:14]2)=[C:6]([CH:10]=1)[C:7]([NH:24][C@H:25]([C:27]1[CH:36]=[CH:35][C:30]([C:31]([O:33][CH3:34])=[O:32])=[CH:29][CH:28]=1)[CH3:26])=[O:8] |f:1.2|. Procedure: The title compound (D147) (90 mg) was prepared according to the experimental procedure described in Description 146 starting from 5-chloro-2-(3-(3-fluorophenoxy)azetidin-1-yl)nicotinic acid (D103) (75 mg, 0.232 mmol) and (S)-methyl 4-(1-aminoethyl)benzoate (D3) (50 mg, 0.232 mmol).